This data is from the Open Reaction Database (ORD), a public repository of structured organic reaction records. The task is: describe an organic reaction: reactants, conditions, products, and yield Starting materials: O([Si](C)(C)C(C)(C)C)C1=C(C=CC=C1)C(=O)[C@H]1CN(CCC1)C(=O)OC(C)(C)C ((2-tert-butyldimethylsiloxyphenyl)((R)-N-Boc-piperidin-3-yl)methanone), OC1=C(C=CC=C1)C(=O)[C@H]1CN(CCC1)C(=O)OC(C)(C)C ((2-hydroxyphenyl)((R)-N-Boc-piperidin-3-yl)methanone), CON(C(=O)[C@H]1CN(CCC1)C(=O)OC(C)(C)C)C ((R)-tert-butyl 3-(N-methoxy-N-methylcarbamoyl)piperidine-1-carboxylate), C(C)(C)(C)[Li] (tert-butyllithium), hexanes, crude mixture, [Cl-] (chloride), BrC1=C(C=CC=C1)O[Si](C)(C)C(C)(C)C (bromo-2-[(tert-butyl)dimethylsiloxy]benzene), [Cl-].[NH4+] (ammonium chloride). Solvent: CCOCC (Et2O), O1CCCC1 (tetrahydrofuran), C1CCOC1 (THF), CCOCC (Et2O). Conditions: time 30 minute. Yields the product O[C@@](CCCCOC)([C@H]1CN(CCC1)C(=O)OC(C)(C)C)C1=C(C=CC=C1)O[Si](C)(C)C(C)(C)C (2-((S)-1-hydroxy-5-methoxy-1-((R)-N-Boc-piperidin-3-yl)pentyl)[tert-butyldimethylsiloxy]benzene), O[C@@](CCCCOC)([C@H]1CN(CCC1)C(=O)OC(C)(C)C)C1=C(C=CC=C1)O (2-((S)-1-hydroxy-5-methoxy-1-((R)-N-Boc-piperidin-3-yl)pentyl)phenol). The yield is 45.0%. Reaction SMILES: Br[C:2]1[CH:7]=[CH:6][CH:5]=[CH:4][C:3]=1[O:8][Si:9]([C:12]([CH3:15])([CH3:14])[CH3:13])([CH3:11])[CH3:10].[C:16]([Li])(C)(C)C.[CH3:21][O:22]N(C)[C:24]([C@@H:26]1[CH2:31][CH2:30]CN(C(OC(C)(C)C)=O)C1)=[O:25].[Cl-].[NH4+].O(C1C=[CH:54][CH:53]=[CH:52][C:51]=1[C:56]([C@@H:58]1[CH2:63][CH2:62][CH2:61][N:60]([C:64]([O:66][C:67]([CH3:70])([CH3:69])[CH3:68])=[O:65])[CH2:59]1)=[O:57])[Si](C(C)(C)C)(C)C.[OH:71][C:72]1[CH:77]=[CH:76][CH:75]=[CH:74][C:73]=1[C:78]([C@@H:80]1[CH2:85][CH2:84][CH2:83][N:82]([C:86]([O:88][C:89]([CH3:92])([CH3:91])[CH3:90])=[O:87])[CH2:81]1)=[O:79].[Cl-]>CCOCC.O1CCCC1>[OH:57][C@:56]([C:2]1[CH:7]=[CH:6][CH:5]=[CH:4][C:3]=1[O:8][Si:9]([C:12]([CH3:15])([CH3:14])[CH3:13])([CH3:11])[CH3:10])([C@@H:58]1[CH2:63][CH2:62][CH2:61][N:60]([C:64]([O:66][C:67]([CH3:68])([CH3:69])[CH3:70])=[O:65])[CH2:59]1)[CH2:51][CH2:52][CH2:53][CH2:54][O:22][CH3:21].[OH:79][C@:78]([C:73]1[CH:74]=[CH:75][CH:76]=[CH:77][C:72]=1[OH:71])([C@@H:80]1[CH2:85][CH2:84][CH2:83][N:82]([C:86]([O:88][C:89]([CH3:92])([CH3:91])[CH3:90])=[O:87])[CH2:81]1)[CH2:30][CH2:31][CH2:26][CH2:24][O:25][CH3:16] |f:3.4|. Procedure: A solution of bromo-2-[(tert-butyl)dimethylsiloxy]benzene (2.1 g, 7.4 mmol) in Et2O (35 mL) was cooled to −78° C. and treated with 1.7 M tert-butyllithium in hexanes (8.6 mL, 15 mmol). The reaction was stirred for 30 min and a solution of (R)-tert-butyl 3-(N-methoxy-N-methylcarbamoyl)piperidine-1-carboxylate (1.0 g, 3.7 mmol) in Et2O was added slowly. The reaction was allowed to stir and warm to rt over a two hour period. Sat'd aq ammonium chloride was added to quench the reaction. The aq phase ... Starting materials: L-pyroglutamyl-L-histidyl-L-tryptophanyl hydrazide, Cl.COC([C@@H](NC([C@@H](N)CO)=O)CC1=CC=C(C=C1)O)=O (L-seryl-L-tyrosine methyl ester hydrochloride), N1[C@@H](CCC1=O)C(=O)N[C@@H](CC1=CNC=N1)C(=O)N[C@@H](CC1=CNC2=CC=CC=C12)C(=O)N=[N+]=[N-] (L-pyroglutamyl-L-histidyl-L-tryptophanyl azide), Cl (hydrogen chloride), N(=O)OCCC(C)C (isoamyl nitrite). The solvent is CS(=O)C (dimethyl sulfoxide), CN(C=O)C (N,N-dimethylformamide), C(C)N(CC)CC (triethylamine), O1CCCC1 (tetrahydrofuran). Reaction conditions: temperature -20 celsius, time 30 minute. Yields the product COC([C@@H](NC([C@@H](NC([C@@H](NC([C@@H](NC([C@H]1NC(CC1)=O)=O)CC1=CNC=N1)=O)CC1=CNC2=CC=CC=C12)=O)CO)=O)CC1=CC=C(C=C1)O)=O (L-pyroglutamyl-L-histidyl-L-tryptophanyl-L-seryl-L-tyrosine methyl ester). Reaction SMILES: Cl.N(OCCC(C)C)=O.[NH:10]1[C:14](=[O:15])[CH2:13][CH2:12][C@H:11]1[C:16]([NH:18][C@H:19]([C:26]([NH:28][C@H:29]([C:40]([N:42]=[N+]=[N-])=[O:41])[CH2:30][C:31]1[C:39]2[C:34](=[CH:35][CH:36]=[CH:37][CH:38]=2)[NH:33][CH:32]=1)=[O:27])[CH2:20][C:21]1[N:25]=[CH:24][NH:23][CH:22]=1)=[O:17].Cl.[CH3:46][O:47][C:48](=[O:65])[C@H:49]([CH2:57][C:58]1[CH:63]=[CH:62][C:61]([OH:64])=[CH:60][CH:59]=1)[NH:50][C:51](=[O:56])[C@H:52]([CH2:54][OH:55])N>O1CCCC1.C(N(CC)CC)C.CS(C)=O.CN(C)C=O>[CH3:46][O:47][C:48](=[O:65])[C@H:49]([CH2:57][C:58]1[CH:63]=[CH:62][C:61]([OH:64])=[CH:60][CH:59]=1)[NH:50][C:51](=[O:56])[C@H:52]([CH2:54][OH:55])[NH:42][C:40](=[O:41])[C@H:29]([CH2:30][C:31]1[C:39]2[C:34](=[CH:35][CH:36]=[CH:37][CH:38]=2)[NH:33][CH:32]=1)[NH:28][C:26](=[O:27])[C@H:19]([CH2:20][C:21]1[N:25]=[CH:24][NH:23][CH:22]=1)[NH:18][C:16](=[O:17])[C@@H:11]1[CH2:12][CH2:13][C:14](=[O:15])[NH:10]1 |f:3.4|. Procedure details: To a solution of 932 mg. of L-pyroglutamyl-L-histidyl-L-tryptophanyl hydrazide (prepared as described in (b) above) in a mixture of 8.4 ml. of dry N,N-dimethylformamide and 7.0 ml. of dimethyl sulfoxide, cooled to -12° C., is added dropwise 5.16 ml. of 2.325 N hydrogen chloride in tetrahydrofuran. The mixture is cooled to -20° C., 0.4 ml. of isoamyl nitrite is added, and the resulting mixture is stirred at -20° C. for 30 minutes. The mixture, which contains L-pyroglutamyl-L-histidyl-L-tryptophan...